From a dataset of the Open Reaction Database (ORD), a public repository of structured organic reaction records. describe an organic reaction: reactants, conditions, products, and yield The reactants are CCOC(=O)CBr, CN(C)C=O, [H-], [Na+], O=C(O)CC(O)(CC(=O)O)C(=O)O, O=C(CNC(=O)c1ccc2occc2c1)c1csc(Cl)c1. The product is CCOC(=O)CC(NC(=O)c1ccc2occc2c1)C(=O)c1csc(Cl)c1. Reaction SMILES: [Br:24][CH2:25][C:26](=[O:27])[O:28][CH2:29][CH3:30].[CH3:44][N:45]([CH3:46])[CH:47]=[O:48].[H-:22].[Na+:23].[OH:31][C:32]([CH2:33][C:34]([C:35](=[O:36])[OH:37])([CH2:38][C:39](=[O:40])[OH:41])[OH:42])=[O:43].[o:1]1[c:2]2[c:3]([cH:4][cH:5]1)[cH:6][c:7]([C:10](=[O:11])[NH:12][CH2:13][C:14](=[O:15])[c:16]1[cH:17][c:18]([Cl:21])[s:19][cH:20]1)[cH:8][cH:9]2>>[o:1]1[c:2]2[c:3]([cH:4][cH:5]1)[cH:6][c:7]([C:10](=[O:11])[NH:12][CH:13]([C:14](=[O:15])[c:16]1[cH:17][c:18]([Cl:21])[s:19][cH:20]1)[CH2:25][C:26](=[O:27])[O:28][CH2:29][CH3:30])[cH:8][cH:9]2.